This data is from the Open Reaction Database (ORD), a public repository of structured organic reaction records. The task is: describe an organic reaction: reactants, conditions, products, and yield The reactants are C(CCC)[Sn](C=C)(CCCC)CCCC (tributyl-vinyl-stannane), C(C)OC(=O)C=1SC(=C(C1C1=CC=C(C=C1)I)C#N)SC (4-cyano-3-(4-iodo-phenyl)-5-methylsulfanyl-thiophene-2-carboxylic acid ethyl ester), [Li+].[Cl-] (LiCl). Reagents/catalysts: C=1C=CC(=CC1)[P](C=2C=CC=CC2)(C=3C=CC=CC3)[Pd]([P](C=4C=CC=CC4)(C=5C=CC=CC5)C=6C=CC=CC6)([P](C=7C=CC=CC7)(C=8C=CC=CC8)C=9C=CC=CC9)[P](C=1C=CC=CC1)(C=1C=CC=CC1)C=1C=CC=CC1 (Pd(PPh3)4). The solvent is C1CCOC1 (THF). Yields the product C(C)OC(=O)C=1SC(=C(C1C1=CC=C(C=C1)C=C)C#N)SC (4-Cyano-5-methylsulfanyl-3-(4-vinyl-phenyl)-thiophene-2-carboxylic acid ethyl ester). Isolated yield 38.0%. As a reaction SMILES: [CH2:1]([O:3][C:4]([C:6]1[S:7][C:8]([S:20][CH3:21])=[C:9]([C:18]#[N:19])[C:10]=1[C:11]1[CH:16]=[CH:15][C:14](I)=[CH:13][CH:12]=1)=[O:5])[CH3:2].[CH2:22]([Sn](CCCC)(CCCC)C=C)[CH2:23]CC.[Li+].[Cl-]>C1COCC1.C1C=CC([P]([Pd]([P](C2C=CC=CC=2)(C2C=CC=CC=2)C2C=CC=CC=2)([P](C2C=CC=CC=2)(C2C=CC=CC=2)C2C=CC=CC=2)[P](C2C=CC=CC=2)(C2C=CC=CC=2)C2C=CC=CC=2)(C2C=CC=CC=2)C2C=CC=CC=2)=CC=1>[CH2:1]([O:3][C:4]([C:6]1[S:7][C:8]([S:20][CH3:21])=[C:9]([C:18]#[N:19])[C:10]=1[C:11]1[CH:16]=[CH:15][C:14]([CH:22]=[CH2:23])=[CH:13][CH:12]=1)=[O:5])[CH3:2] |f:2.3,^1:47,49,68,87|. Procedure details: Combine 4-cyano-3-(4-iodo-phenyl)-5-methylsulfanyl-thiophene-2-carboxylic acid ethyl ester (0.1 g, 1.0 eq) in THF (5.0 mL) and stir. Add Pd(PPh3)4 (1%), tributyl-vinyl-stannane (0.9 eq) and LiCl. Reflux the mixture overnight. Concentrate to dryness. Wash with hexane to remove excess of stannane. Add water and filter the precipitate to provide the title compound (0.04 g, Yield 38%). MS (ES+, m/e): 330 (M+1). Yields the product [Br-].[Br-].C(COCCOCCOCCO)O (Tetraethylene Glycol Dibromide). Reactants: C(COCCOCCOCCO)O (tetraethylene glycol), P(Br)(Br)Br (phosphorus tribromide). Reaction SMILES: [CH2:1]([OH:13])[CH2:2][O:3][CH2:4][CH2:5][O:6][CH2:7][CH2:8][O:9][CH2:10][CH2:11][OH:12].P(Br)(Br)[Br:15]>N1C=CC=CC=1>[Br-:15].[Br-:15].[CH2:11]([OH:12])[CH2:10][O:9][CH2:8][CH2:7][O:6][CH2:5][CH2:4][O:3][CH2:2][CH2:1][OH:13] |f:3.4.5|. Reported procedure: 300 g. of tetraethylene glycol and 100 g. of anhydrous pyridine are slowly added to 727 g. of phosphorus tribromide, while agitating and cooling the mixture. After cooling to room temperature, the mixture is poured on to ice and the organic phase is decanted, washed with water and dilute hydrochloric acid and dried over sodium sulphate. After distillation under vacuum (123° C.-125° C. and 0.4 mm. Hg) the title comound is obtained. The solvent is N1=CC=CC=C1 (pyridine).